From a dataset of the Open Reaction Database (ORD), a public repository of structured organic reaction records. describe an organic reaction: reactants, conditions, products, and yield Reactants: stainless steel, N (ammonia), trans-2-butenes, O (water), [I-].[NH4+] (ammonium iodide), CC=CC (2-butene). Solvent: CC(=O)CC (methylethylketone), C(CCC)O (n-butyl alcohol), C(C)(CC)O (sec-butyl alcohol). Run at temperature 335 celsius, time 5 hour. Product: C(C)(CC)N (mono-sec-butylamine), C(C)(CC)NC(C)CC (di-sec-butylamine), C(CCC)N (mono-n-butylamine), hydrocarbon. As a reaction SMILES: [NH3:1].O.[I-].[NH4+].[CH3:5][CH:6]=[CH:7][CH3:8]>CC(CC)=O.C(O)CCC.C(O)(CC)C>[CH:6]([NH2:1])([CH2:7][CH3:8])[CH3:5].[CH:6]([NH:1][CH:6]([CH2:7][CH3:8])[CH3:5])([CH2:7][CH3:8])[CH3:5].[CH2:5]([NH2:1])[CH2:6][CH2:7][CH3:8] |f:2.3|. Procedure details: A mixture of 18.1 g (1.1 moles) of anhydrous ammonia, 27.5 g (0.5 mole) of cis, trans-2-butenes, 79.1 g of water and 43.5 g (0.10 mole) of ammonium iodide were charged to a 300 cm3 stainless steel autoclave. The autoclave was heated to 335° C. and held there for five hours with agitation; the maximum system pressure was 3,100 psig. A total of 3.3 g of mono-sec-butylamine, 0.01 g of di-sec-butylamine, 0.42 g of mono-n-butylamine, 1.29 g of sec-butyl alcohol, 0.06 g n-butyl alcohol, 0.35 g methyle... Reactants: C[Si](C=1C(=NOC1[Si](C)(C)C)C=1C=NC=CC1)(C)C (3-(4,5-bis-trimethylsilanyl-isoxazol-3-yl)-pyridine), BrBr (Br2). The solvent is C(Cl)(Cl)(Cl)Cl (CCl4). Run at temperature 40 celsius, time 18 hour. The product is BrC=1C(=NOC1[Si](C)(C)C)C=1C=NC=CC1 (3-(4-bromo-5-trimethylsilanyl-isoxazol-3-yl)-pyridine). Yield: 100.0%. RXN SMILES: C[Si](C)(C)[C:3]1[C:4]([C:12]2[CH:13]=[N:14][CH:15]=[CH:16][CH:17]=2)=[N:5][O:6][C:7]=1[Si:8]([CH3:11])([CH3:10])[CH3:9].[Br:20]Br>C(Cl)(Cl)(Cl)Cl>[Br:20][C:3]1[C:4]([C:12]2[CH:13]=[N:14][CH:15]=[CH:16][CH:17]=2)=[N:5][O:6][C:7]=1[Si:8]([CH3:11])([CH3:10])[CH3:9]. Procedure: To a solution of anhydrous CCl4 (80 ml) containing compound 62 (4.45 g, 15.4 mmol) was added (1.1 eq, 1.04 ml) Br2. After the addition, the resulting solution was stirred for 18 hours at 40° C. The reaction mixture was cooled and concentrated in vacuo. Ethyl acetate was added and the organic layer was washed with a saturated NaHCO3 solution, dried (Na2SO4), filtered and concentrated in vacuo. Purification by flash chromatography (diethyl ether) afforded 3-(4-bromo-5-trimethylsilanyl-isoxazol-3-y...